The task is: describe an organic reaction: reactants, conditions, products, and yield. This data is from the Open Reaction Database (ORD), a public repository of structured organic reaction records. Yields the product Cc1nc2c(-c3cc4cc(CCl)ccc4n3C(=O)OC(C)(C)C)cc(N(C(=O)OC(C)(C)C)C(=O)OC(C)(C)C)nc2n1C(=O)OC(C)(C)C. The reactants are Cc1nc2c(-c3cc4cc(CO)ccc4n3C(=O)OC(C)(C)C)cc(N(C(=O)OC(C)(C)C)C(=O)OC(C)(C)C)nc2n1C(=O)OC(C)(C)C, CS(=O)(=O)Cl, CCN(C(C)C)C(C)C, ClCCl. RXN SMILES: [C:6]([CH3:7])([CH3:8])([CH3:9])[O:10][C:11](=[O:12])[n:13]1[c:14]([CH3:55])[n:15][c:16]2[c:17]1[n:18][c:19]([N:40]([C:41](=[O:42])[O:43][C:44]([CH3:45])([CH3:46])[CH3:47])[C:48](=[O:49])[O:50][C:51]([CH3:52])([CH3:53])[CH3:54])[cH:20][c:21]2-[c:22]1[n:23]([C:33](=[O:34])[O:35][C:36]([CH3:37])([CH3:38])[CH3:39])[c:24]2[cH:25][cH:26][c:27]([CH2:31][OH:32])[cH:28][c:29]2[cH:30]1.[CH3:1][S:2](=[O:3])(=[O:4])[Cl:5].[CH:56]([N:57]([CH:58]([CH3:59])[CH3:60])[CH2:61][CH3:62])([CH3:63])[CH3:64].[Cl:65][CH2:66][Cl:67]>>[Cl:5][CH2:31][c:27]1[cH:26][cH:25][c:24]2[n:23]([C:33](=[O:34])[O:35][C:36]([CH3:37])([CH3:38])[CH3:39])[c:22](-[c:21]3[c:16]4[n:15][c:14]([CH3:55])[n:13]([C:11]([O:10][C:6]([CH3:7])([CH3:8])[CH3:9])=[O:12])[c:17]4[n:18][c:19]([N:40]([C:41](=[O:42])[O:43][C:44]([CH3:45])([CH3:46])[CH3:47])[C:48](=[O:49])[O:50][C:51]([CH3:52])([CH3:53])[CH3:54])[cH:20]3)[cH:30][c:29]2[cH:28]1. Reactants: [OH-].[Na+] (sodium hydroxide), N[C@@H](C)C(=O)O (L-alanine), [C-]1(C=CC=C1)C=O.[CH-]1C=CC=C1.[Fe+2] (ferrocenecarboxaldehyde), N[C@@H](C)C(=O)[O-] (alaninate). Solvent: CCCCC (Pentane), C(C)O (ethanol). Yields the product N[C@@H](C)C([O-])=N.[Na+].[C-]1(C=CC=C1)C=O.[CH-]1C=CC=C1.[Fe+2] (Ferrocenecarboxaldehyde sodium L-alaninate imine). Isolated yield 950.0%. RXN SMILES: [OH-].[Na+:2].[NH2:3][C@H:4]([C:6]([OH:8])=O)[CH3:5].[C-:9]1([CH:14]=[O:15])[CH:13]=[CH:12][CH:11]=[CH:10]1.[CH-:16]1[CH:20]=[CH:19][CH:18]=[CH:17]1.[Fe+2:21].[NH2:22][C@H](C([O-])=O)C>CCCCC.C(O)C>[NH2:3][C@H:4]([C:6](=[NH:22])[O-:8])[CH3:5].[Na+:2].[C-:9]1([CH:14]=[O:15])[CH:13]=[CH:12][CH:11]=[CH:10]1.[CH-:16]1[CH:20]=[CH:19][CH:18]=[CH:17]1.[Fe+2:21] |f:0.1,3.4.5,9.10.11.12.13|. Reported procedure: Aqueous sodium hydroxide (11.2 mmol in 11 ml of water) was added to L-alanine (1.0 g, 11.22 mmol) and stirred for several minutes at room temperature. The solvent was removed in vacuo and the residue dried at 60° C. under high vacuum overnight. 4 Å molecular sieves, ferrocenecarboxaldehyde (11.78 mmol, 2.52 g) and absolute ethanol (50 ml) were added to the alaninate and stirred for 5 hours; the course of the reaction can be followed by IR. The molecular sieves were separated by filtration, the f... The reactants are FCC1=CC=CC(=N1)C#CCCN (4-(6-(fluoromethyl)pyridin-2-yl)but-3-yn-1-amine), ClC1=C(C(=O)Cl)C(=CC=C1)Cl (2,6-dichlorobenzoyl chloride). Yields the product ClC1=C(C(=O)NCCC#CC2=NC(=CC=C2)CF)C(=CC=C1)Cl (2,6-dichloro-N-(4-(6-(fluoromethyl)pyridin-2-yl)but-3-ynyl)benzamide). Isolated yield 27.3%. Reaction SMILES: [F:1][CH2:2][C:3]1[N:8]=[C:7]([C:9]#[C:10][CH2:11][CH2:12][NH2:13])[CH:6]=[CH:5][CH:4]=1.[Cl:14][C:15]1[CH:23]=[CH:22][CH:21]=[C:20]([Cl:24])[C:16]=1[C:17](Cl)=[O:18]>>[Cl:14][C:15]1[CH:23]=[CH:22][CH:21]=[C:20]([Cl:24])[C:16]=1[C:17]([NH:13][CH2:12][CH2:11][C:10]#[C:9][C:7]1[CH:6]=[CH:5][CH:4]=[C:3]([CH2:2][F:1])[N:8]=1)=[O:18]. Reported procedure: The title compound was prepared in accordance with the general method of Example 184, from 4-(6-(fluoromethyl)pyridin-2-yl)but-3-yn-1-amine (39 mg, 0.22 mmol) and 2,6-dichlorobenzoyl chloride (60 mg, 0.28 mmol). The crude residue was purified by flash chromatography (cyclohexane/AcOEt 7:3) to yield 21 mg (0.06 mmol, 27%) of 2,6-dichloro-N-(4-(6-(fluoromethyl)pyridin-2-yl)but-3-ynyl)benzamide as a yellow oil. The reactants are C(C1=CC=CC=C1)OC1=CC=C2C(=CC=NC2=C1)Cl (7-(benzyloxy)-4-chloroquinoline), OC1=CC2=C(C(=C(O2)C)C(=O)O)C=C1 (6-hydroxy-2-methyl-1-benzofuran-3-carboxylic acid), C(=O)([O-])[O-].[Cs+].[Cs+] (Cs2CO3), compound 90-A, O (water). Solvent: CC(=O)O (AcOH), CS(=O)C (DMSO). Reaction conditions: temperature 130 celsius. The product is C(C1=CC=CC=C1)OC1=CC=C2C(=CC=NC2=C1)Cl (7-(benzyloxy)-4-chloroquinoline), C(C1=CC=CC=C1)OC1=CC=C2C(=CC=NC2=C1)OC1=CC=CC2=C1C(=C(O2)C)C(=O)O (([7-(benzyloxy)quinolin-4-yl]oxy}-2-methyl-1-benzofuran-3-carboxylic acid). Yield: 189.9%. As a reaction SMILES: [CH2:1]([O:8][C:9]1[CH:18]=[C:17]2[C:12]([C:13]([Cl:19])=[CH:14][CH:15]=[N:16]2)=[CH:11][CH:10]=1)[C:2]1[CH:7]=[CH:6][CH:5]=[CH:4][CH:3]=1.O[C:21]1[CH:33]=[CH:32][C:24]2[C:25]([C:29]([OH:31])=[O:30])=[C:26]([CH3:28])[O:27][C:23]=2[CH:22]=1.[C:34]([O-:37])([O-])=O.[Cs+].[Cs+].O>CS(C)=O.CC(O)=O>[CH2:1]([O:8][C:9]1[CH:18]=[C:17]2[C:12]([C:13]([Cl:19])=[CH:14][CH:15]=[N:16]2)=[CH:11][CH:10]=1)[C:2]1[CH:3]=[CH:4][CH:5]=[CH:6][CH:7]=1.[CH2:1]([O:8][C:9]1[CH:18]=[C:17]2[C:12]([C:34]([O:37][C:32]3[C:24]4[C:25]([C:29]([OH:31])=[O:30])=[C:26]([CH3:28])[O:27][C:23]=4[CH:22]=[CH:21][CH:33]=3)=[CH:14][CH:15]=[N:16]2)=[CH:11][CH:10]=1)[C:2]1[CH:3]=[CH:4][CH:5]=[CH:6][CH:7]=1 |f:2.3.4|. Procedure details: 7-(benzyloxy)-4-chloroquinoline 90-B was prepared (see general synthesis Scheme I) from the commercially available compound 90-A (from Aldrich). A mixture of 90-B (2.8 g, 10.4 mmol), 6-hydroxy-2-methyl-1-benzofuran-3-carboxylic acid 90-C (2 g, 10.4 mmol) and Cs2CO3 (10.1 g, 31.4 mmol) in DMSO (70 ml) was heated to 130° C. for 2 hours. The solution was poured into water, neutralized with AcOH and extracted with EtOAc. The concentrated residue was purified by silica gel chromatography using 2-5% M... Starting materials: 8.6-g, ClCC(=O)Cl (chloroacetyl chloride), C(C)OC(CC)OCC (propionaldehyde diethylacetal), N1=CC=CC=C1 (pyridine), C(C)(=O)OCC (ethyl acetate), C1(=CC=C(C=C1)S(=O)(=O)O)C (p-toluenesulfonic acid). Run in ClCCl (dichloromethane), O (water), O (water), CC(=O)C (acetone). Run at temperature 25 celsius, time 18 hour. The product is ClCC(=O)N(CCC=O)C1=C(C=CC=C1C)C (beta-(N-chloroacetyl-2,6-dimethylphenylamino)propionaldehyde). Reaction SMILES: [Cl:1][CH2:2][C:3](Cl)=[O:4].C(O[CH:9]([O:12]CC)[CH2:10][CH3:11])C.[N:15]1[CH:20]=[CH:19][CH:18]=[CH:17][CH:16]=1.[C:21]1(C)C=CC(S(O)(=O)=O)=C[CH:22]=1.[C:32](OCC)(=O)C>O.ClCCl.CC(C)=O>[Cl:1][CH2:2][C:3]([N:15]([C:20]1[C:19]([CH3:32])=[CH:18][CH:17]=[CH:16][C:21]=1[CH3:22])[CH2:11][CH2:10][CH:9]=[O:12])=[O:4]. Reported procedure: An 8.6-g (0.076-mol) sample of chloroacetyl chloride was added dropwise to a solution of 16 g (0.06 mol) beta-2,6-dimethylphenylamino)propionaldehyde diethylacetal and 6 g (0.076 mol) pyridine in 60 ml ethyl acetate. A salt immediately precipitated. The reaction mixture was stirred at about 25° C. for about 18 hours. The reaction mixture was filtered and the filtrate was evaporated under reduced pressure to give an oil. The oil was mixed with 100 ml acetone, 25 ml water and about 0.5 g p-toluene... Solvent: C(Cl)(Cl)Cl (CHCl3). Procedure details: The title compound was prepared from 5-{2-[2-(3-chloro-phenyl)-2-hydroxy-ethylamino]-propyl}-benzo[1,3]dioxole-2,2-dicarboxylic acid and cyclopropylmethanol according to the procedure of Example 30 as a white solid (HCl salt); 1H NMR (CDCl3) δ 0.33 (m, 4H), 0.61 (m, 4H), 1.21, (m, 2H), 1.32 (bs, 3H), 2.80 (m, 1H), 3.19 (m, 2H), 3.48 (m, 2H), 4.15 (d, J=7.3 Hz, 4H), 5.50 (bd, 1H), 5.70 (bs, 1H), 6.80 (m, 3H), 7.25 (m, 2H), 7.45 (s, 1H), 8.70 (bs, 1H), 10.10 (bs, 1 H); IR (KBr): 1757, 1778 cm-1 (C... Product: C1(CC1)COC(=O)C1(OC2=C(O1)C=CC(=C2)CC(C)NCC(O)C2=CC(=CC=C2)Cl)C(=O)OCC2CC2 (5-{2-[2-(3-Chloro-phenyl)-2-hydroxy-ethylamino]-propyl}-benzo[1,3]dioxole-2,2-dicarboxylic acid bis-cyclopropylmethyl ester). As a reaction SMILES: [Cl:1][C:2]1[CH:3]=[C:4]([CH:8]([OH:29])[CH2:9][NH:10][CH:11]([CH3:28])[CH2:12][C:13]2[CH:27]=[CH:26][C:16]3[O:17][C:18]([C:23]([OH:25])=[O:24])([C:20]([OH:22])=[O:21])[O:19][C:15]=3[CH:14]=2)[CH:5]=[CH:6][CH:7]=1.[CH:30]1([CH2:33]O)[CH2:32][CH2:31]1.Cl.[K+].[Br-]>C(Cl)(Cl)Cl>[CH:30]1([CH2:33][O:24][C:23]([C:18]2([C:20]([O:22][CH2:33][CH:30]3[CH2:32][CH2:31]3)=[O:21])[O:17][C:16]3[CH:26]=[CH:27][C:13]([CH2:12][CH:11]([NH:10][CH2:9][CH:8]([C:4]4[CH:5]=[CH:6][CH:7]=[C:2]([Cl:1])[CH:3]=4)[OH:29])[CH3:28])=[CH:14][C:15]=3[O:19]2)=[O:25])[CH2:32][CH2:31]1 |f:3.4|. Starting materials: [K+].[Br-] (KBr), ClC=1C=C(C=CC1)C(CNC(CC1=CC2=C(OC(O2)(C(=O)O)C(=O)O)C=C1)C)O (5-{2-[2-(3-chloro-phenyl)-2-hydroxy-ethylamino]-propyl}-benzo[1,3]dioxole-2,2-dicarboxylic acid), C1(CC1)CO (cyclopropylmethanol), Cl (HCl). Starting materials: ice water, B(F)(F)F.CCOCC (BF3.Et2O), C(C)(=O)OC1[C@H](OC(C)=O)[C@@H](OC(C)=O)[C@H](OC(C)=O)[C@H](O1)COC(C)=O (1,2,3,4,6-penta-O-acetyl-α,β-D-glucose), BrCCO (Br(CH2)2OH). Solvent: C(Cl)Cl (CH2Cl2). Conditions: time 1.5 hour. Yields the product C(C)(=O)O[C@H]1[C@H](OCCBr)O[C@@H]([C@H]([C@@H]1OC(C)=O)OC(C)=O)COC(C)=O (2-bromoethyl 2,3,4,6-tetra-O-acetyl-β-D-glucopyranoside). Yield: 61.2%. Reaction SMILES: B(F)(F)F.CCOCC.[C:10]([O:13][CH:14]1[O:31][C@H:30]([CH2:32][O:33][C:34](=[O:36])[CH3:35])[C@@H:25]([O:26][C:27](=[O:29])[CH3:28])[C@H:20]([O:21][C:22](=[O:24])[CH3:23])[C@H:15]1[O:16][C:17](=[O:19])[CH3:18])(=O)[CH3:11].[Br:37]CCO>C(Cl)Cl>[C:17]([O:16][C@@H:15]1[C@@H:20]([O:21][C:22](=[O:24])[CH3:23])[C@H:25]([O:26][C:27](=[O:29])[CH3:28])[C@@H:30]([CH2:32][O:33][C:34](=[O:36])[CH3:35])[O:31][C@H:14]1[O:13][CH2:10][CH2:11][Br:37])(=[O:19])[CH3:18] |f:0.1|. Procedure: BF3.Et2O (3.3 mL, 26.0 mmol) was added dropwise over the course of 15 minutes to a solution of 1,2,3,4,6-penta-O-acetyl-α,β-D-glucose (2 g, 5.1 mmol) and Br(CH2)2OH (0.45 mL, 6.3 mmol) in CH2Cl2 (9 mL) at 0° C. under N2. After 1.5 hours, the solution was warmed to room temperature. After 20 hours the reaction solution was added to ice water (15 mL) and extracted with CH2Cl2 (15 mL×3). These extracts were combined, washed with water (15 mL), sat. NaHCO3 (aq., 15 mL), water (15 mL), dried (MgSO4),... Starting materials: O=C(Cl)c1c(Cl)cccc1Cl, Nc1cccc(N)n1, C1COCCO1. Yields the product Nc1cccc(NC(=O)c2c(Cl)cccc2Cl)n1. Reaction SMILES: [Cl:9][c:10]1[c:11]([C:12](=[O:13])[Cl:14])[c:15]([Cl:19])[cH:16][cH:17][cH:18]1.[NH2:1][c:2]1[n:3][c:4]([NH2:8])[cH:5][cH:6][cH:7]1.[O:20]1[CH2:21][CH2:22][O:23][CH2:24][CH2:25]1>>[NH:1]([c:2]1[n:3][c:4]([NH2:8])[cH:5][cH:6][cH:7]1)[C:12]([c:11]1[c:10]([Cl:9])[cH:18][cH:17][cH:16][c:15]1[Cl:19])=[O:13]. Reactants: BrB(Br)Br, ClCCl, COc1cc2c(cc1Br)C(C)CN(C(=O)C(F)(F)F)C(C)C2. The product is CC1CN(C(=O)C(F)(F)F)C(C)Cc2cc(O)c(Br)cc21. RXN SMILES: [B:23]([Br:24])([Br:25])[Br:26].[Cl:27][CH2:28][Cl:29].[F:1][C:2]([C:3](=[O:4])[N:5]1[CH:6]([CH3:20])[CH2:7][c:8]2[c:9]([cH:13][c:14]([Br:19])[c:15]([O:17][CH3:18])[cH:16]2)[CH:10]([CH3:12])[CH2:11]1)([F:21])[F:22]>>[F:1][C:2]([C:3](=[O:4])[N:5]1[CH:6]([CH3:20])[CH2:7][c:8]2[c:9]([cH:13][c:14]([Br:19])[c:15]([OH:17])[cH:16]2)[CH:10]([CH3:12])[CH2:11]1)([F:21])[F:22]. Reactants: NC(C(=O)OCC)=S (ethyl aminothioxoacetate), BrCC(=O)C1=CC(=C(C(=C1)OC)OC)Cl (2-bromo-1-(3-chloro-4,5-dimethoxyphenyl)-ethanone). Solvent: C(C)O (ethanol), C(C)O (ethanol). Product: ClC=1C=C(C=C(C1OC)OC)C=1N=C(SC1)C(=O)OCC (ethyl 4-(3-chloro-4,5-dimethoxyphenyl)-thiazole-2-carboxylate). The yield is 61.5%. Reaction SMILES: [NH2:1][C:2](=[S:8])[C:3]([O:5][CH2:6][CH3:7])=[O:4].Br[CH2:10][C:11]([C:13]1[CH:18]=[C:17]([O:19][CH3:20])[C:16]([O:21][CH3:22])=[C:15]([Cl:23])[CH:14]=1)=O>C(O)C>[Cl:23][C:15]1[CH:14]=[C:13]([C:11]2[N:1]=[C:2]([C:3]([O:5][CH2:6][CH3:7])=[O:4])[S:8][CH:10]=2)[CH:18]=[C:17]([O:19][CH3:20])[C:16]=1[O:21][CH3:22]. Procedure: To a solution of ethyl aminothioxoacetate (16.2 g) in ethanol (80 ml), stirred under nitrogen at reflux, was added dropwise over 10 min, a hot solution of 2-bromo-1-(3-chloro-4,5-dimethoxyphenyl)-ethanone (31.9 g) in ethanol (180 ml). The mixture was heated at reflux for 4 h, then cooled to room temperature. The precipitated solid was collected by filtration and dried under vacuum at 60° C. Recrystallisation from ethanol gave ethyl 4-(3-chloro-4,5-dimethoxyphenyl)-thiazole-2-carboxylate as a whi...